Dataset: the Open Reaction Database (ORD), a public repository of structured organic reaction records. Task: describe an organic reaction: reactants, conditions, products, and yield Starting materials: C1=C2C3=C(NC(C2=CC=C1)=O)C(C1=CC=CC=C13)=O (6H-indeno[2,1-c]isoquinoline-5,7-dion), example 16, O(Cl)Cl (oxychloride). The solvent is CN(C=O)C (N,N-dimethylformamide). Yields the product ClC1=NC2=C(C3=CC=CC=C13)C1=CC=CC=C1C2=O (5-chloro-7H-indeno[2,1-c]isoquinoline-7-on). Isolated yield 78.7%. Reaction SMILES: [CH:1]1[CH:10]=[CH:9][CH:8]=[C:7]2[C:2]=1[C:3]1[C:18]3[C:13](=[CH:14][CH:15]=[CH:16][CH:17]=3)[C:12](=[O:19])[C:4]=1[NH:5][C:6]2=O.O(Cl)[Cl:21]>CN(C)C=O>[Cl:21][C:6]1[C:7]2[C:2](=[CH:1][CH:10]=[CH:9][CH:8]=2)[C:3]2[C:18]3[C:13]([C:12](=[O:19])[C:4]=2[N:5]=1)=[CH:14][CH:15]=[CH:16][CH:17]=3. Procedure: A mixture of 6H-indeno[2,1-c]isoquinoline-5,7-dion obtained in reference example 16 (26.6 g, 108 mmol) and phophorous oxychloride (300 ml) was refluxed with heat in the presence of 1 ml of N,N-dimethylformamide for 2 hours. The reaction mixture was distilled to dryness. To the residue was added ice water to obtain a crystal precipitated by filtration. The crystal obtained was washed with water and recrystallized from toluene to give 22.5 g (yield 78.7%) of the title compound.